This data is from the Open Reaction Database (ORD), a public repository of structured organic reaction records. The task is: describe an organic reaction: reactants, conditions, products, and yield Reactants: [Cl-].[Al+3].[Cl-].[Cl-] (aluminum chloride), BrC=1C=C(C(=O)Cl)C=CC1 (3-bromobenzoyl chloride), ice water. Run in C1=CC=CC=C1 (benzene). Run at temperature 50 celsius, time 2 hour. Yields the product BrC=1C=C(C=CC1)C(=O)C1=CC=CC=C1 ((3-bromophenyl)(phenyl)methanone). The yield is 189.3%. Reaction SMILES: [Br:1][C:2]1[CH:3]=[C:4]([CH:8]=[CH:9][CH:10]=1)[C:5](Cl)=[O:6].[Cl-].[Al+3].[Cl-].[Cl-]>C1C=CC=CC=1>[Br:1][C:2]1[CH:3]=[C:4]([C:5]([C:2]2[CH:3]=[CH:4][CH:8]=[CH:9][CH:10]=2)=[O:6])[CH:8]=[CH:9][CH:10]=1 |f:1.2.3.4|. Procedure details: Under ice-cooling, to a solution of 3-bromobenzoyl chloride (9.50 g, 43.3 mmol) in benzene (30 mL) was added aluminum chloride (III) (6.93 g, 52.0 mmol) by small portions, and the mixture was heated to 50° C. and stirred for 2 hrs. The reaction mixture was poured into ice water, and the mixture was extracted with ethyl acetate. The extract was washed with saturated brine, dried over magnesium sulfate, and the solvent was evaporated under reduced pressure. The residue was purified by silica gel c...